This data is from the Open Reaction Database (ORD), a public repository of structured organic reaction records. The task is: describe an organic reaction: reactants, conditions, products, and yield Starting materials: NN1C(C2=CC=CC=C2C(=N1)C(F)(F)F)=O (2-amino-4-(trifluoromethyl)phthalazin-1(2H)-one), FC(C(=O)O)(C1=CC=CC=C1)F (2,2-difluoro-2-phenylacetic acid). The product is FC(C(=O)NN1C(C2=CC=CC=C2C(=N1)C(F)(F)F)=O)(C1=CC=CC=C1)F (2,2-difluoro-N-[1-oxo-4-(trifluoromethyl)phthalazin-2(1H)-yl]-2-phenylacetamide). RXN SMILES: [NH2:1][N:2]1[N:11]=[C:10]([C:12]([F:15])([F:14])[F:13])[C:9]2[C:4](=[CH:5][CH:6]=[CH:7][CH:8]=2)[C:3]1=[O:16].[F:17][C:18]([F:28])([C:22]1[CH:27]=[CH:26][CH:25]=[CH:24][CH:23]=1)[C:19](O)=[O:20]>>[F:17][C:18]([F:28])([C:22]1[CH:23]=[CH:24][CH:25]=[CH:26][CH:27]=1)[C:19]([NH:1][N:2]1[N:11]=[C:10]([C:12]([F:15])([F:13])[F:14])[C:9]2[C:4](=[CH:5][CH:6]=[CH:7][CH:8]=2)[C:3]1=[O:16])=[O:20]. Reported procedure: The product of Example 11B and 2,2-difluoro-2-phenylacetic acid were treated using a method similar to that described in Example 51 to give the title compound. 1H NMR (300 MHz, DMSO-d6) δ ppm 13.10 (s, 1H), 8.43-8.47 (m, 1H), 8.16 (td, J=7.6, 1.6 Hz, 1H), 8.03-8.12 (m, 2H), 7.74-7.78 (m, 2H), 7.54-7.66 (m, 3H); MS (ESI+) M/Z 384 (M+H)+.